describe an organic reaction: reactants, conditions, products, and yield From a dataset of the Open Reaction Database (ORD), a public repository of structured organic reaction records. Reactants: NC[C@H]1C[C@H](C1)O (cis-3-(Aminomethyl)cyclobutanol), CS(=O)(=O)O[C@@H]1C[C@@H](C1)CN(C)C(=O)OC(C)(C)C (cis-3-{[(tert-butoxycarbonyl)(methyl)amino]methyl}cyclobutyl methanesulfonate), intermediate 18, ClC=1C=C(C=C(C1CN1CCCC1)F)O (3-chloro-5-fluoro-4-(pyrrolidin-1-ylmethyl)phenol), C(=O)([O-])[O-].[Cs+].[Cs+] (Cs2CO3). The solvent is CS(=O)C (DMSO), CCOC(=O)C (EtOAc), O (Water). Conditions: temperature 92.5 celsius. Product: ClC=1C=C(O[C@@H]2C[C@H](C2)CN(C(OC(C)(C)C)=O)C)C=C(C1CN1CCCC1)F (tert-butyl ({trans-3-[3-chloro-5-fluoro-4-(pyrrolidin-1-ylmethyl)phenoxy]cyclobutyl}-methyl)methylcarbamate). The yield is 81.1%. As a reaction SMILES: NC[C@@H]1C[C@H](O)C1.CS([O:12][C@H:13]1[CH2:16][C@@H:15]([CH2:17][N:18]([C:20]([O:22][C:23]([CH3:26])([CH3:25])[CH3:24])=[O:21])[CH3:19])[CH2:14]1)(=O)=O.[Cl:27][C:28]1[CH:29]=[C:30](O)[CH:31]=[C:32]([F:40])[C:33]=1[CH2:34][N:35]1[CH2:39][CH2:38][CH2:37][CH2:36]1.C([O-])([O-])=O.[Cs+].[Cs+]>CS(C)=O.CCOC(C)=O.O>[Cl:27][C:28]1[CH:29]=[C:30]([CH:31]=[C:32]([F:40])[C:33]=1[CH2:34][N:35]1[CH2:39][CH2:38][CH2:37][CH2:36]1)[O:12][C@H:13]1[CH2:16][C@H:15]([CH2:17][N:18]([CH3:19])[C:20](=[O:21])[O:22][C:23]([CH3:26])([CH3:25])[CH3:24])[CH2:14]1 |f:3.4.5|. Reported procedure: A mixture of intermediate 6, cis-3-{[(tert-butoxycarbonyl)(methyl)amino]methyl}cyclobutyl methanesulfonate (1.5 g, 5.2 mmol), intermediate 18, 3-chloro-5-fluoro-4-(pyrrolidin-1-ylmethyl)phenol (2.38 g, 10.4 mmol) and Cs2CO3 (3.38 g, 10.4 mmol) in DMSO (20 mL) was heated at 90-95° C. for 4 h under vigorous stirring in a flow of argon, then cooled. Water (40 ml) and EtOAc (40 ml) were added, and the layers were separated. The water layer was extracted with ether (20 ml), the combined organic layer... Reactants: CN(CCCNC1=NC2=CC=CC=C2C(=N1)NC1CCN(CC1)C(=O)OC(C)(C)C)C (tert-Butyl 4-(2-(3-(dimethylamino)propylamino)quinazolin-4-ylamino)piperidine-1-carboxylate), C(=O)(C(F)(F)F)O (CF3COOH), N.CO (NH3 MeOH). Run in C(Cl)Cl (CH2Cl2). Conditions: time 8 hour. Product: CN(CCCNC1=NC2=CC=CC=C2C(=N1)NC1CCNCC1)C (N2-(3-(Dimethylamino)propyl)-N4-(piperidin-4-yl)quinazoline-2,4-diamine). As a reaction SMILES: [CH3:1][N:2]([CH3:31])[CH2:3][CH2:4][CH2:5][NH:6][C:7]1[N:16]=[C:15]([NH:17][CH:18]2[CH2:23][CH2:22][N:21](C(OC(C)(C)C)=O)[CH2:20][CH2:19]2)[C:14]2[C:9](=[CH:10][CH:11]=[CH:12][CH:13]=2)[N:8]=1.C(O)(C(F)(F)F)=O.N.CO>C(Cl)Cl>[CH3:31][N:2]([CH3:1])[CH2:3][CH2:4][CH2:5][NH:6][C:7]1[N:16]=[C:15]([NH:17][CH:18]2[CH2:19][CH2:20][NH:21][CH2:22][CH2:23]2)[C:14]2[C:9](=[CH:10][CH:11]=[CH:12][CH:13]=2)[N:8]=1 |f:2.3|. Procedure details: tert-Butyl 4-(2-(3-(dimethylamino)propylamino)quinazolin-4-ylamino)piperidine-1-carboxylate (3.3 g, 7.71 mmol) in CH2Cl2 (20 ml) at 0° C. was added CF3COOH (4 ml, 53.9 mmol) and the reaction was stirred at room temperature overnight. The reaction mixture was then neutralized with 7 N NH3-MeOH. The resulting white solid was filtered away. The filtrate was concentrated and purified by silica gel column chromatography using 10% NH3 ca. 7 N MeOH in CH2Cl2 and 90% CH2Cl2 solution as eluent to obtain ... Reactants: C(C1=CC=CC=C1)OC1=C(C=CC(=C1F)OCC1=CC=CC=C1)NC(C1=C(C(=C(C=C1)OCC1CC1)F)F)=O (N-(2,4-bis(benzyloxy)-3-fluorophenyl)-4-(cyclopropylmethoxy)-2,3-difluorobenzamide). The reagents and catalysts are [C].[Pd] (palladium-carbon). The solvent is C1CCOC1 (THF). Run at time 30 minute. The product is C1(CC1)COC1=C(C(=C(C=C1)C=1OC2=C(N1)C=CC(=C2F)O)F)F (2-(4-(cyclopropylmethoxy)-2,3-difluorophenyl)-7-fluoro-1,3-benzoxazol-6-ol). Isolated yield 49.5%. As a reaction SMILES: C(O[C:9]1[C:14]([F:15])=[C:13]([O:16]CC2C=CC=CC=2)[CH:12]=[CH:11][C:10]=1[NH:24][C:25](=[O:39])[C:26]1[CH:31]=[CH:30][C:29]([O:32][CH2:33][CH:34]2[CH2:36][CH2:35]2)=[C:28]([F:37])[C:27]=1[F:38])C1C=CC=CC=1>[C].[Pd].C1COCC1>[CH:34]1([CH2:33][O:32][C:29]2[CH:30]=[CH:31][C:26]([C:25]3[O:39][C:9]4[C:14]([F:15])=[C:13]([OH:16])[CH:12]=[CH:11][C:10]=4[N:24]=3)=[C:27]([F:38])[C:28]=2[F:37])[CH2:35][CH2:36]1 |f:1.2|. Procedure: A mixture of N-(2,4-bis(benzyloxy)-3-fluorophenyl)-4-(cyclopropylmethoxy)-2,3-difluorobenzamide (4.40 g), 10% palladium-carbon (containing water (50%), 3.50 g) and THF (10 mL) was stirred at room temperature for 30 min under a hydrogen atmosphere. The catalyst was removed by filtration, and the obtained filtrate was concentrated under reduced pressure, and the solid was washed with diethyl ether. To a suspension of the obtained solid, hexachloroethane (4.88 g) and triphenylphosphine (5.41 g) in ... The product is ether petroleum ether, COCC1COCCC1=O (3-(Methoxymethyl)tetrahydro-4H-pyran-4-one). As a reaction SMILES: C(NC(C)C)(C)C.C([Li])CCC.[O:13]1[CH2:18][CH2:17][C:16](=[O:19])[CH2:15][CH2:14]1.[CH3:20][O:21][CH2:22]Br>C1COCC1>[CH3:20][O:21][CH2:22][CH:15]1[C:16](=[O:19])[CH2:17][CH2:18][O:13][CH2:14]1. Isolated yield 12.5%. Procedure: To a solution of diisopropylamine (6.1 g, 60 mmol) in THF (100 mL) cooled in an ice bath was added a 1.6 M solution of n-butyllithium in hexanes (37 mL, 60 mmol). The resulting solution was cooled to −78° C. To it was added tetrahydro-4H-pyran-4-one (5 g, 50 mmol) followed by phosphorous hexamethyltriamide (10 mL, 55 mmol). After 10 min, a solution of bromomethyl methyl ether (25 g, 200 mmol) in THF (50 mL) was added. Stirring was continued at 0° C. for 1 h and at room temperature overnight. The... The reactants are C(C)(C)NC(C)C (diisopropylamine), COCBr (bromomethyl methyl ether), phosphorous hexamethyltriamide, solution, C(CCC)[Li] (n-butyllithium), hexanes, O1CCC(CC1)=O (tetrahydro-4H-pyran-4-one). Run at temperature -78 celsius, time 10 minute. Run in C1CCOC1 (THF), C1CCOC1 (THF). The reactants are Cl.OC1=C(C=C(CN)C=C1)OC (4-hydroxy-3-methoxybenzylamine-HCl), O (water), C(CCCCCCCCCCCCCCCCC)(=O)Cl (stearoyl chloride), solution, [OH-].[Na+] (NaOH). Run in CN(C=O)C (DMF), CCOCC (ether), CN(C=O)C (N,N-dimethylformamide). Product: C(C1=CC(OC)=C(O)C=C1)NC(CCCCCCCC#CCCCCCCCC)=O (N-vanillyl-9-octadecynamide). Reaction SMILES: Cl.[OH:2][C:3]1[CH:10]=[CH:9][C:6]([CH2:7][NH2:8])=[CH:5][C:4]=1[O:11][CH3:12].[OH-].[Na+].[C:15](Cl)(=[O:33])[CH2:16][CH2:17][CH2:18][CH2:19][CH2:20][CH2:21][CH2:22][CH2:23][CH2:24][CH2:25][CH2:26][CH2:27][CH2:28][CH2:29][CH2:30][CH2:31][CH3:32].O>CN(C)C=O.CCOCC>[CH2:7]([NH:8][C:15](=[O:33])[CH2:16][CH2:17][CH2:18][CH2:19][CH2:20][CH2:21][CH2:22][C:23]#[C:24][CH2:25][CH2:26][CH2:27][CH2:28][CH2:29][CH2:30][CH2:31][CH3:32])[C:6]1[CH:9]=[CH:10][C:3]([OH:2])=[C:4]([O:11][CH3:12])[CH:5]=1 |f:0.1,2.3|. Procedure: 2.4 g of 4-hydroxy-3-methoxybenzylamine-HCl was suspended in 35 ml of N,N-dimethylformamide (DMF), and stirred. Added were 5 ml of a 5N solution of NaOH, and the mixture was stirred for an additional 10 to 15 minutes. The DMF mixture was chilled in an ice bath, and the stearoyl chloride, prepared above and dissolved in ether, was added dropwise. The mixture was then stirred for 3 hours, allowing it to come to room temperature. The mixture was then poured into 300 ml water, layers separated, and ... The reactants are ClC=1C=CC(=C(C(=O)O)C1)COC1=CC(=C(C=C1)F)F (5-Chloro-2-[(3,4-difluorophenoxy)methyl]benzoic acid), Cl.N[C@@H](C)C1=CC=C(C(=O)OC)C=C1 (Methyl 4-[(1S)-1-aminoethyl]benzoate hydrochloride). The product is ClC=1C=CC(=C(C(=O)N[C@@H](C)C2=CC=C(C(=O)OC)C=C2)C1)COC1=CC(=C(C=C1)F)F (Methyl 4-[(1S)-1-({5-chloro-2-[(3,4-difluorophenoxy)methyl]benzoyl}amino)ethyl]benzoate). Reaction SMILES: [Cl:1][C:2]1[CH:3]=[CH:4][C:5]([CH2:11][O:12][C:13]2[CH:18]=[CH:17][C:16]([F:19])=[C:15]([F:20])[CH:14]=2)=[C:6]([CH:10]=1)[C:7]([OH:9])=O.Cl.[NH2:22][C@H:23]([C:25]1[CH:34]=[CH:33][C:28]([C:29]([O:31][CH3:32])=[O:30])=[CH:27][CH:26]=1)[CH3:24]>>[Cl:1][C:2]1[CH:3]=[CH:4][C:5]([CH2:11][O:12][C:13]2[CH:18]=[CH:17][C:16]([F:19])=[C:15]([F:20])[CH:14]=2)=[C:6]([CH:10]=1)[C:7]([NH:22][C@H:23]([C:25]1[CH:34]=[CH:33][C:28]([C:29]([O:31][CH3:32])=[O:30])=[CH:27][CH:26]=1)[CH3:24])=[O:9] |f:1.2|. Procedure details: The title compound was prepared according to the procedure described in step 6 of Example 1 from 5-chloro-2-[(3,4-difluorophenoxy)methyl] benzoic acid (step 2) and methyl 4-[(1S)-1-aminoethyl]benzoate hydrochloride (step 5 of Example 1):